This data is from the Open Reaction Database (ORD), a public repository of structured organic reaction records. The task is: describe an organic reaction: reactants, conditions, products, and yield Reactants: ClC=1N=C(C2=C(N1)CN(C2)C(C)C)N2[C@H](COCC2)C ((S)-4-(2-chloro-6-isopropyl-6,7-dihydro-5H-pyrrolo[3,4-d]pyrimidin-4-yl)-3-methylmorpholine), ClC=1N=C(C2=C(N1)CN(C2)C(C)C)N2[C@H](COCC2)C ((S)-4-(2-chloro-6-isopropyl-6,7-dihydro-5H-pyrrolo[3,4-d]pyrimidin-4-yl)-3-methylmorpholine), FC=1C=C(C=CC1B1OC(C(O1)(C)C)(C)C)NC(=O)NCCO (1-(3-fluoro-4-(4,4,5,5-tetramethyl-1,3,2-dioxaborolan-2-yl)phenyl)-3-(2-hydroxyethyl)urea), FC=1C=C(C=CC1B1OC(C(O1)(C)C)(C)C)NC(=O)NCCO (1-(3-fluoro-4-(4,4,5,5-tetramethyl-1,3,2-dioxaborolan-2-yl)phenyl)-3-(2-hydroxyethyl)urea), ClCCl (dichloromethane), C([O-])([O-])=O.[Na+].[Na+] (sodium carbonate), COC1CCCC1 (CPME). Reagents/catalysts: C1=CC=C(C=C1)P([C-]2C=CC=C2)C3=CC=CC=C3.C1=CC=C(C=C1)P([C-]2C=CC=C2)C3=CC=CC=C3.Cl[Pd]Cl.[Fe+2] ([1,1′-Bis(diphenylphosphino)ferrocene]dichloropalladium). The solvent is CCO (EtOH), O (H2O). Yields the product FC=1C=C(C=CC1C=1N=C(C2=C(N1)CN(C2)C(C)C)N2[C@H](COCC2)C)NC(=O)NCCO ((S)-1-(3-fluoro-4-(6-isopropyl-4-(3-methylmorpholino)-6,7-dihydro-5H-pyrrolo[3,4-d]pyrimidin-2-yl)phenyl)-3-(2-hydroxyethyl)urea). Isolated yield 4.8%. As a reaction SMILES: Cl[C:2]1[N:3]=[C:4]([N:14]2[CH2:19][CH2:18][O:17][CH2:16][C@@H:15]2[CH3:20])[C:5]2[CH2:10][N:9]([CH:11]([CH3:13])[CH3:12])[CH2:8][C:6]=2[N:7]=1.[F:21][C:22]1[CH:23]=[C:24]([NH:37][C:38]([NH:40][CH2:41][CH2:42][OH:43])=[O:39])[CH:25]=[CH:26][C:27]=1B1OC(C)(C)C(C)(C)O1.ClCCl.C(=O)([O-])[O-].[Na+].[Na+].COC1CCCC1>C1C=CC(P(C2C=CC=CC=2)[C-]2C=CC=C2)=CC=1.C1C=CC(P(C2C=CC=CC=2)[C-]2C=CC=C2)=CC=1.Cl[Pd]Cl.[Fe+2].CCO.O>[F:21][C:22]1[CH:23]=[C:24]([NH:37][C:38]([NH:40][CH2:41][CH2:42][OH:43])=[O:39])[CH:25]=[CH:26][C:27]=1[C:2]1[N:3]=[C:4]([N:14]2[CH2:19][CH2:18][O:17][CH2:16][C@@H:15]2[CH3:20])[C:5]2[CH2:10][N:9]([CH:11]([CH3:13])[CH3:12])[CH2:8][C:6]=2[N:7]=1 |f:3.4.5,7.8.9.10|. Reported procedure: A solution of (S)-4-(2-chloro-6-isopropyl-6,7-dihydro-5H-pyrrolo[3,4-d]pyrimidin-4-yl)-3-methylmorpholine (intermediate 22) (109 mg, 0.367 mmol), 1-(3-fluoro-4-(4,4,5,5-tetramethyl-1,3,2-dioxaborolan-2-yl)phenyl)-3-(2-hydroxyethyl)urea (intermediate 32) (151 mg, 0.466 mmol), [1,1′-Bis(diphenylphosphino)ferrocene]dichloropalladium (II), complex with dichloromethane (15 mg, 0.018 mmol) and sodium carbonate (117 mg, 1.10 mmol) in 2 ml of a 7:3:1 mixture of CPME:H2O:EtOH respectively was heated in t... Reactants: COC(=O)c1ccc(F)c([N+](=O)[O-])c1, CS(=O)(=O)CCN, CCN(C(C)C)C(C)C, CN(C)C=O, O. Product: COC(=O)c1ccc(NCCS(C)(=O)=O)c([N+](=O)[O-])c1. Reaction SMILES: [CH3:17][O:18][C:19]([c:20]1[cH:21][c:22]([N+:27](=[O:28])[O-:29])[c:23]([F:26])[cH:24][cH:25]1)=[O:30].[CH3:1][S:2](=[O:3])(=[O:4])[CH2:5][CH2:6][NH2:7].[CH:8]([N:9]([CH2:10][CH3:11])[CH:12]([CH3:13])[CH3:14])([CH3:15])[CH3:16].[O:31]=[CH:32][N:33]([CH3:34])[CH3:35].[OH2:36]>>[CH3:1][S:2](=[O:3])(=[O:4])[CH2:5][CH2:6][NH:7][c:23]1[c:22]([N+:27](=[O:28])[O-:29])[cH:21][c:20]([C:19]([O:18][CH3:17])=[O:30])[cH:25][cH:24]1. The reactants are [H-].[Na+] (sodium hydride), ClCCCCCCO (6-chlorohexan-1-ol), CN(P(=O)(N(C)C)N(C)C)C (hexamethylphosphoramide), C1=C(C=CC2=CC=CC=C12)O (2-naphthol). Run in O (water). Run at time 0.5 hour. Product: C1=C(C=CC2=CC=CC=C12)OCCCCCCO (6-(2-Naphthyloxy)-1-hexanol). Reaction SMILES: [H-].[Na+].CN(C)P(N(C)C)(N(C)C)=O.[CH:14]1[C:23]2[C:18](=[CH:19][CH:20]=[CH:21][CH:22]=2)[CH:17]=[CH:16][C:15]=1[OH:24].Cl[CH2:26][CH2:27][CH2:28][CH2:29][CH2:30][CH2:31][OH:32]>O>[CH:14]1[C:23]2[C:18](=[CH:19][CH:20]=[CH:21][CH:22]=2)[CH:17]=[CH:16][C:15]=1[O:24][CH2:26][CH2:27][CH2:28][CH2:29][CH2:30][CH2:31][OH:32] |f:0.1|. Reported procedure: To a chilled round bottom blask is added 4.2 g. of 57% sodium hydride in oil, 50 ml. of hexamethylphosphoramide and 15.8 g. of 2-naphthol. After 1/2 hour the mixture is allowed to warm to room temperature and 13.6 g. of 6-chlorohexan-1-ol is added. The mixture is heated at 110° C. overnight, cooled, diluted with water and extracted with ether. The ether extract is washed with sodium hydroxide solution, then with water, dried (magnesium sulfate) and the solvent removed under vacuum. The solid is ... The reactants are FC(S(=O)(=O)OC=1C=C2C=CC=NC2=C(N1)C1=CC(=CC=C1)[N+](=O)[O-])(F)F (6-trifluoromethylsulfonyloxy-8-(3-nitrophenyl)-1,7-naphthyridine), C(=C)[Sn](CCCC)(CCCC)CCCC (vinyltributylstannane), C1(=CC=CC=C1)P(C1=CC=CC=C1)C1=CC=CC=C1 (triphenylphosphine), [Cl-].[Li+] (lithium chloride). Reagents/catalysts: C=1C=CC(=CC1)/C=C/C(=O)/C=C/C2=CC=CC=C2.C=1C=CC(=CC1)/C=C/C(=O)/C=C/C2=CC=CC=C2.[Pd] (bis(dibenzylideneacetone)palladium). The solvent is O1CCCC1 (tetrahydrofuran), C(C)(=O)OCC (ethyl acetate). Conditions: time 8 hour. Yields the product C(=C)C=1C=C2C=CC=NC2=C(N1)C1=CC(=CC=C1)[N+](=O)[O-] (6-Vinyl-8-(3-nitrophenyl)-1,7-naphthyridine). As a reaction SMILES: FC(F)(F)S(O[C:7]1[CH:8]=[C:9]2[C:14](=[C:15]([C:17]3[CH:22]=[CH:21][CH:20]=[C:19]([N+:23]([O-:25])=[O:24])[CH:18]=3)[N:16]=1)[N:13]=[CH:12][CH:11]=[CH:10]2)(=O)=O.[CH:28]([Sn](CCCC)(CCCC)CCCC)=[CH2:29].C1(P(C2C=CC=CC=2)C2C=CC=CC=2)C=CC=CC=1.[Cl-].[Li+]>O1CCCC1.C(OCC)(=O)C.C1C=CC(/C=C/C(/C=C/C2C=CC=CC=2)=O)=CC=1.C1C=CC(/C=C/C(/C=C/C2C=CC=CC=2)=O)=CC=1.[Pd]>[CH:28]([C:7]1[CH:8]=[C:9]2[C:14](=[C:15]([C:17]3[CH:22]=[CH:21][CH:20]=[C:19]([N+:23]([O-:25])=[O:24])[CH:18]=3)[N:16]=1)[N:13]=[CH:12][CH:11]=[CH:10]2)=[CH2:29] |f:3.4,7.8.9|. Procedure: To a solution of 6-trifluoromethylsulfonyloxy-8-(3-nitrophenyl)-1,7-naphthyridine (250 mg, 0.62 mmol prepared according to example 13) in tetrahydrofuran (3 ml) is added vinyltributylstannane (218 mg, 0.68 mmol), bis(dibenzylideneacetone)palladium (14 mg, 0.025 mmol), triphenylphosphine (13 mg, 0.049 mmol) and lithium chloride (78 mg, 1.86 mmol). The mixture is kept at 70° C. overnight. The solution is diluted with ethyl acetate, filtered and washed with water. Preparative thin layer chromatogra... Procedure: 2-Bromoethyl methyl ether (712 μl, 7.56 mmol) was added dropwise to a solution of 4-(4-chloro-2-fluoroanilino)-7-hydroxy-6-methoxyquinazoline (2.2 g, 6.88 mmol) and potassium carbonate (2.84 g, 20.6 mmol) in DMF (110 ml). The mixture was stirred for 10 hours at 60° C. then for 2 days at ambient temperature, the solvent was removed by evaporation and the crude product purified by flash chromatography eluting with ethyl acetate/petroleum ether (4/1). The resulting solid was dissolved in hot ethano... Run at temperature 60 celsius, time 10 hour. As a reaction SMILES: [CH3:1][O:2][CH2:3][CH2:4]Br.[Cl:6][C:7]1[CH:26]=[CH:25][C:10]([NH:11][C:12]2[C:21]3[C:16](=[CH:17][C:18]([OH:24])=[C:19]([O:22][CH3:23])[CH:20]=3)[N:15]=[CH:14][N:13]=2)=[C:9]([F:27])[CH:8]=1.C(=O)([O-])[O-].[K+].[K+]>CN(C=O)C>[ClH:6].[Cl:6][C:7]1[CH:26]=[CH:25][C:10]([NH:11][C:12]2[C:21]3[C:16](=[CH:17][C:18]([O:24][CH2:4][CH2:3][O:2][CH3:1])=[C:19]([O:22][CH3:23])[CH:20]=3)[N:15]=[CH:14][N:13]=2)=[C:9]([F:27])[CH:8]=1 |f:2.3.4,6.7|. Yield: 122.1%. The product is Cl.ClC1=CC(=C(NC2=NC=NC3=CC(=C(C=C23)OC)OCCOC)C=C1)F (4-(4-chloro-2-fluoroanilino)-6-methoxy-7-(2-methoxyethoxy)quinazoline hydrochloride). Starting materials: COCCBr (2-Bromoethyl methyl ether), ClC1=CC(=C(NC2=NC=NC3=CC(=C(C=C23)OC)O)C=C1)F (4-(4-chloro-2-fluoroanilino)-7-hydroxy-6-methoxyquinazoline), C([O-])([O-])=O.[K+].[K+] (potassium carbonate). The solvent is CN(C)C=O (DMF). Reactants: F[B-](F)(F)F, CCOC(=O)c1cc2cc(C(=O)O)ccc2[nH]1, CN(C)C=O, CCN(C(C)C)C(C)C, C1CCN(C2CCNCC2)CC1, CN(C)C(On1nnc2ccccc21)=[N+](C)C. Product: CCOC(=O)c1cc2cc(C(=O)N3CCC(N4CCCCC4)CC3)ccc2[nH]1. As a reaction SMILES: [B-:18]([F:19])([F:20])([F:21])[F:22].[CH3:1][CH2:2][O:3][C:4](=[O:5])[c:6]1[nH:7][c:8]2[cH:9][cH:10][c:11]([C:15](=[O:16])[OH:17])[cH:12][c:13]2[cH:14]1.[CH3:61][N:62]([CH3:63])[CH:64]=[O:65].[CH:52]([N:53]([CH2:54][CH3:55])[CH:56]([CH3:57])[CH3:58])([CH3:59])[CH3:60].[N:40]1([CH:46]2[CH2:47][CH2:48][NH:49][CH2:50][CH2:51]2)[CH2:41][CH2:42][CH2:43][CH2:44][CH2:45]1.[n:23]1([O:24][C:25]([N:26]([CH3:27])[CH3:28])=[N+:29]([CH3:30])[CH3:31])[c:32]2[cH:33][cH:34][cH:35][cH:36][c:37]2[n:38][n:39]1>>[CH3:1][CH2:2][O:3][C:4](=[O:5])[c:6]1[nH:7][c:8]2[cH:9][cH:10][c:11]([C:15](=[O:17])[N:49]3[CH2:48][CH2:47][CH:46]([N:40]4[CH2:41][CH2:42][CH2:43][CH2:44][CH2:45]4)[CH2:51][CH2:50]3)[cH:12][c:13]2[cH:14]1. Starting materials: Cc1cc(Br)ccc1N, CC#N, CC(C)(C)CC(=O)Cl, O. The product is Cc1cc(Br)ccc1NC(=O)CC(C)(C)C. RXN SMILES: [Br:9][c:10]1[cH:11][c:12]([CH3:17])[c:13]([NH2:16])[cH:14][cH:15]1.[CH3:19][C:20]#[N:21].[CH3:1][C:2]([CH2:3][C:4](=[O:5])[Cl:6])([CH3:7])[CH3:8].[OH2:18]>>[CH3:1][C:2]([CH2:3][C:4](=[O:5])[NH:16][c:13]1[c:12]([CH3:17])[cH:11][c:10]([Br:9])[cH:15][cH:14]1)([CH3:7])[CH3:8]. The reactants are ON1N=NC2=C1C=CC=C2 (1-hydroxybenzotriazole), ClC1=C(COC=2C=CC(=NC2)C2=NOC(=C2)C(=O)O)C=CC=C1 (3-[5-(2-Chloro-benzyloxy)-pyridin-2-yl]-isoxazole-5-carboxylic acid), Cl.CN(CCCN=C=NCC)C (N′-(3-dimethylaminopropyl)-N-ethylcarbodiimide hydrochloride), ClC1=C(COC=2C=CC(=NC2)C2=NOC(=C2)C(=O)O)C=CC=C1 (3-[5-(2-Chloro-benzyloxy)-pyridin-2-yl]-isoxazole-5-carboxylic acid), [NH4+].[Cl-] (NH4Cl), C(C)(C)N(CC)C(C)C (Diisopropylethylamine). The solvent is C1CCOC1 (THF). Run at time 8 hour. Yields the product ClC1=C(COC=2C=CC(=NC2)C2=NOC(=C2)C(=O)N)C=CC=C1 (3-[5-(2-chloro-benzyloxy)-pyridin-2-yl]-isoxazole-5-carboxylic acid amide). The yield is 53.2%. RXN SMILES: [Cl:1][C:2]1[CH:23]=[CH:22][CH:21]=[CH:20][C:3]=1[CH2:4][O:5][C:6]1[CH:7]=[CH:8][C:9]([C:12]2[CH:16]=[C:15]([C:17](O)=[O:18])[O:14][N:13]=2)=[N:10][CH:11]=1.[NH4+].[Cl-].Cl.C[N:28](C)CCCN=C=NCC.ON1C2C=CC=CC=2N=N1.C(N(C(C)C)CC)(C)C>C1COCC1>[Cl:1][C:2]1[CH:23]=[CH:22][CH:21]=[CH:20][C:3]=1[CH2:4][O:5][C:6]1[CH:7]=[CH:8][C:9]([C:12]2[CH:16]=[C:15]([C:17]([NH2:28])=[O:18])[O:14][N:13]=2)=[N:10][CH:11]=1 |f:1.2,3.4|. Procedure: 3-[5-(2-Chloro-benzyloxy)-pyridin-2-yl]-isoxazole-5-carboxylic acid (which may be prepared as described in Preparation of Intermediate 10; 220 mg, 0.67 mmol), NH4Cl (71 mg, 1.33 mmol), N′-(3-dimethylaminopropyl)-N-ethylcarbodiimide hydrochloride (258 mg, 1.33 mmol), and 1-hydroxybenzotriazole (183 mg, 1.33 mmol) were taken up in THF (8 mL). Diisopropylethylamine (235 μL, 1.33 mmol) was added and the mixture was stirred overnight under nitrogen. The solvent was evaporated and the residue was puri... Starting materials: OC1=C(C(=NC=2N1N=C(C2)C)C)C(=O)OCC (ethyl 7-hydroxy-2,5-dimethylpyrazolo[1,5-a]pyrimidine-6-carboxylate), O (water), C([O-])([O-])=O.[K+].[K+] (potassium carbonate), CI (Methyl iodide). Reaction SMILES: [OH:1][C:2]1[N:7]2[N:8]=[C:9]([CH3:11])[CH:10]=[C:6]2[N:5]=[C:4]([CH3:12])[C:3]=1[C:13]([O:15]CC)=[O:14].[C:18](=O)([O-])[O-].[K+].[K+].CI.O>CC(C)=O>[CH3:18][O:1][C:2]1[N:7]2[N:8]=[C:9]([CH3:11])[CH:10]=[C:6]2[N:5]=[C:4]([CH3:12])[C:3]=1[C:13]([OH:15])=[O:14] |f:1.2.3|. Run in CC(=O)C (acetone). Yields the product COC1=C(C(=NC=2N1N=C(C2)C)C)C(=O)O (7-Methoxy-2,5-dimethylpyrazolo[1,5-a]pyrimidine-6-carboxylic acid). Conditions: time 30 minute. Procedure details: The ethyl 7-hydroxy-2,5-dimethylpyrazolo[1,5-a]pyrimidine-6-carboxylate (235 mg) obtained above was suspended in acetone (5 ml), and potassium carbonate (138 mg) was added thereto and stirred for 30 minutes at room temperature. Methyl iodide (1.0 ml) was added to the mixture which was then refluxed for 2 hours. The reaction mixture was cooled to room temperature, then water was added to the reaction mixture which was extracted with chloroform, and the organic phase was washed with a saturated sa... Isolated yield 73.3%.